Task: describe an organic reaction: reactants, conditions, products, and yield. Dataset: the Open Reaction Database (ORD), a public repository of structured organic reaction records The reactants are OCC1=NN(C=N1)C=1N=CC(=C2C1NC=C2C(C(=O)O)=O)OC (2-(7-(3-(hydroxymethyl)-1H-1,2,4-triazol-1-yl)-4-methoxy-1H-pyrrolo[2,3-c]pyridin-3-yl)-2-oxoacetic acid), N1=C(C=CC=C1)C=1C2=C(N=CN1)CNCC2 (4-(pyridin-2-yl)-5,6,7,8-tetrahydropyrido[3,4-d]pyrimidine), F[B-](F)(F)F.N1(N=NC2=C1C=CC=C2)OC(=[N+](C)C)N(C)C (2-(1H-benzotriazol-1-yl)-1,1,3,3-tetramethyluronium tetrafluoroborate), C(C)(C)N(C(C)C)CC (N,N-diisopropylethylamine). The solvent is CN(C)C=O (DMF), CO (MeOH). Conditions: time 2 hour. Yields the product OCC1=NN(C=N1)C=1N=CC(=C2C1NC=C2C(C(=O)N2CC=1N=CN=C(C1CC2)C2=NC=CC=C2)=O)OC (1-(7-(3-(hydroxymethyl)-1H-1,2,4-triazol-1-yl)-4-methoxy-1H-pyrrolo[2,3-c]pyridin-3-yl)-2-(4-(pyridin-2-yl)-5,6-dihydropyrido[3,4-d]pyrimidin-7(8H)-yl)ethane-1,2-dione). The yield is 22.2%. Reaction SMILES: [OH:1][CH2:2][C:3]1[N:7]=[CH:6][N:5]([C:8]2[N:9]=[CH:10][C:11]([O:22][CH3:23])=[C:12]3[C:16]([C:17](=[O:21])[C:18]([OH:20])=O)=[CH:15][NH:14][C:13]=23)[N:4]=1.[N:24]1[CH:29]=[CH:28][CH:27]=[CH:26][C:25]=1[C:30]1[C:31]2[CH2:39][CH2:38][NH:37][CH2:36][C:32]=2[N:33]=[CH:34][N:35]=1.F[B-](F)(F)F.N1(OC(N(C)C)=[N+](C)C)C2C=CC=CC=2N=N1.C(N(CC)C(C)C)(C)C>CN(C=O)C.CO>[OH:1][CH2:2][C:3]1[N:7]=[CH:6][N:5]([C:8]2[N:9]=[CH:10][C:11]([O:22][CH3:23])=[C:12]3[C:16]([C:17](=[O:21])[C:18]([N:37]4[CH2:38][CH2:39][C:31]5[C:30]([C:25]6[CH:26]=[CH:27][CH:28]=[CH:29][N:24]=6)=[N:35][CH:34]=[N:33][C:32]=5[CH2:36]4)=[O:20])=[CH:15][NH:14][C:13]=23)[N:4]=1 |f:2.3|. Procedure details: To a solution of 2-(7-(3-(hydroxymethyl)-1H-1,2,4-triazol-1-yl)-4-methoxy-1H-pyrrolo[2,3-c]pyridin-3-yl)-2-oxoacetic acid (23 mg, 0.072 mmol), 4-(pyridin-2-yl)-5,6,7,8-tetrahydropyrido[3,4-d]pyrimidine (15.39 mg, 0.072 mmol) and 2-(1H-benzotriazol-1-yl)-1,1,3,3-tetramethyluronium tetrafluoroborate (27.9 mg, 0.087 mmol) in DMF (1 mL) was added N,N-diisopropylethylamine (0.127 mL, 0.725 mmol). The mixture was stirred at room temperature for 2 hours, diluted with MeOH and purified by prep. HPLC to ... The reactants are O=C([O-])O, CCO, CC1(C)OCc2cc(C(O)CNCCCCCCOCCOCc3c(Cl)cccc3Cl)ccc2O1, ClCCl, Cl, [Na+]. Product: OCc1cc(C(O)CNCCCCCCOCCOCc2c(Cl)cccc2Cl)ccc1O. As a reaction SMILES: [C:37](=[O:38])([OH:39])[O-:40].[CH3:45][CH2:46][OH:47].[Cl:2][c:3]1[c:4]([CH2:5][O:6][CH2:7][CH2:8][O:9][CH2:10][CH2:11][CH2:12][CH2:13][CH2:14][CH2:15][NH:16][CH2:17][CH:18]([OH:19])[c:20]2[cH:21][cH:22][c:23]3[c:24]([cH:31]2)[CH2:25][O:26][C:27]([CH3:29])([CH3:30])[O:28]3)[c:32]([Cl:36])[cH:33][cH:34][cH:35]1.[Cl:42][CH2:43][Cl:44].[ClH:1].[Na+:41]>>[Cl:2][c:3]1[c:4]([CH2:5][O:6][CH2:7][CH2:8][O:9][CH2:10][CH2:11][CH2:12][CH2:13][CH2:14][CH2:15][NH:16][CH2:17][CH:18]([OH:19])[c:20]2[cH:21][cH:22][c:23]([OH:28])[c:24]([CH2:25][OH:26])[cH:31]2)[c:32]([Cl:36])[cH:33][cH:34][cH:35]1.